From a dataset of the Open Reaction Database (ORD), a public repository of structured organic reaction records. describe an organic reaction: reactants, conditions, products, and yield The reactants are O=C([O-])[O-], COC(=O)Cc1ccc(CBr)cc1, CC(C)=O, Cc1nnc2c(Cl)cccc2c1-c1cccc(O)c1, [Cs+], [Cs+]. Yields the product COC(=O)Cc1ccc(COc2cccc(-c3c(C)nnc4c(Cl)cccc34)c2)cc1. RXN SMILES: [C:33](=[O:34])([O-:35])[O-:36].[CH3:20][O:21][C:22]([CH2:23][c:24]1[cH:25][cH:26][c:27]([CH2:30][Br:31])[cH:28][cH:29]1)=[O:32].[CH3:39][C:40](=[O:41])[CH3:42].[Cl:1][c:2]1[cH:3][cH:4][cH:5][c:6]2[c:7](-[c:13]3[cH:14][c:15]([OH:19])[cH:16][cH:17][cH:18]3)[c:8]([CH3:12])[n:9][n:10][c:11]12.[Cs+:37].[Cs+:38]>>[Cl:1][c:2]1[cH:3][cH:4][cH:5][c:6]2[c:7](-[c:13]3[cH:14][c:15]([O:19][CH2:30][c:27]4[cH:26][cH:25][c:24]([CH2:23][C:22]([O:21][CH3:20])=[O:32])[cH:29][cH:28]4)[cH:16][cH:17][cH:18]3)[c:8]([CH3:12])[n:9][n:10][c:11]12. Reactants: C(C)O (ethanol), O1CCCC1 (tetrahydrofuran), C(C1=CC=CC=C1)(=O)N1[C@@H](CSC12CCC(CC2)C(=O)OCC)C(=O)OC(C)(C)C (ethyl (3R)-4-benzoyl-3-(tert-butoxycarbonyl)-1-thia-4-azaspiro[4.5]decane-8-carboxylate), aqueous solution, [OH-].[Na+] (sodium hydroxide). Run in C(C)(=O)OCC (ethyl acetate), O (water). Conditions: time 2 hour. Product: C(C1=CC=CC=C1)(=O)N1[C@@H](CSC12CCC(CC2)C(=O)O)C(=O)OC(C)(C)C ((3R)-4-benzoyl-3-(tert-butoxycarbonyl)-1-thia-4-azaspiro[4.5]decane-8-carboxylic acid). Yield: 82.7%. As a reaction SMILES: C(O)C.O1CCCC1.[C:9]([N:17]1[C:21]2([CH2:26][CH2:25][CH:24]([C:27]([O:29]CC)=[O:28])[CH2:23][CH2:22]2)[S:20][CH2:19][C@H:18]1[C:32]([O:34][C:35]([CH3:38])([CH3:37])[CH3:36])=[O:33])(=[O:16])[C:10]1[CH:15]=[CH:14][CH:13]=[CH:12][CH:11]=1.[OH-].[Na+]>C(OCC)(=O)C.O>[C:9]([N:17]1[C:21]2([CH2:22][CH2:23][CH:24]([C:27]([OH:29])=[O:28])[CH2:25][CH2:26]2)[S:20][CH2:19][C@H:18]1[C:32]([O:34][C:35]([CH3:38])([CH3:37])[CH3:36])=[O:33])(=[O:16])[C:10]1[CH:11]=[CH:12][CH:13]=[CH:14][CH:15]=1 |f:3.4|. Procedure details: In a mixture consisting of 23 ml of ethanol and 23 ml of tetrahydrofuran was dissolved 2.30 g of ethyl (3R)-4-benzoyl-3-(tert-butoxycarbonyl)-1-thia-4-azaspiro[4.5]decane-8-carboxylate. Then, 15.9 ml of 1 mol/L aqueous solution of sodium hydroxide was added at 0-5° C. and the resulting mixture was stirred at ambient temperature for 2 hours. The solvent was distilled off under reduced pressure, the residue thus obtained was added to a mixture of water and ethyl acetate, and the aqueous layer was ...